From a dataset of the Open Reaction Database (ORD), a public repository of structured organic reaction records. describe an organic reaction: reactants, conditions, products, and yield The reactants are N[C@H](C(=O)N1CCN(CC1)C)CC1=CC=CC=C1 (1-[(2S)-2-amino-3-phenylpropionyl]-4-methylpiperazine), [H-].[Al+3].[Li+].[H-].[H-].[H-] (Lithium aluminum hydride), [OH-].[Na+] (sodium hydroxide), C(C)(=O)OCC (Ethyl acetate). Solvent: O1CCCC1 (tetrahydrofuran), CCOCC (ether). Run at time 4 hour. Product: C(C1=CC=CC=C1)[C@@H](CN1CCN(CC1)C)N ((1S)-1-Benzyl-2-(4-methylpiperazin-1-yl) ethylamine). Yield: 89.5%. Reaction SMILES: [H-].[Al+3].[Li+].[H-].[H-].[H-].[NH2:7][C@@H:8]([CH2:18][C:19]1[CH:24]=[CH:23][CH:22]=[CH:21][CH:20]=1)[C:9]([N:11]1[CH2:16][CH2:15][N:14]([CH3:17])[CH2:13][CH2:12]1)=O.C(OCC)(=O)C.[OH-].[Na+]>CCOCC.O1CCCC1>[CH2:18]([C@H:8]([NH2:7])[CH2:9][N:11]1[CH2:12][CH2:13][N:14]([CH3:17])[CH2:15][CH2:16]1)[C:19]1[CH:24]=[CH:23][CH:22]=[CH:21][CH:20]=1 |f:0.1.2.3.4.5,8.9|. Procedure details: Lithium aluminum hydride (531 mg) was suspended in anhydrous ether (14 ml) with ice cooling in the nitrogen gas atmosphere and then a solution of 1-[(2S)-2-amino-3-phenylpropionyl]-4-methylpiperazine (1.48 g) in anhydrous tetrahydrofuran (7 ml) was dropwise added to the resulting suspension. The reaction system was stirred at room temperature for 4 hours. Ethyl acetate was gradually dropwise added to the reaction liquid with ice cooling till the reaction system did not undergo foaming any more. ... Starting materials: ClCC=CC1=CC=CC=C1 (chloromethyl styrene), C(=O)(OCC1C2=CC=CC=C2C2=CC=CC=C12)NCC(=O)O (N-(Fmoc)glycine), aminomethyl. The product is NCC=CC1=CC=CC=C1 (Aminomethyl styrene), title compound. RXN SMILES: Cl[CH2:2][CH:3]=[CH:4][C:5]1[CH:10]=[CH:9][CH:8]=[CH:7][CH:6]=1.C([NH:28]CC(O)=O)(OCC1C2C(=CC=CC=2)C2C1=CC=CC=2)=O>>[NH2:28][CH2:2][CH:3]=[CH:4][C:5]1[CH:10]=[CH:9][CH:8]=[CH:7][CH:6]=1. Procedure: Aminomethyl styrene resin was prepared from chloromethyl styrene resin (Polumer Laboratories, PL-CMS Resin, 1.0 meq/g) using the procedure of Weinshenker. Weinshenker, N. M.; Shen, C. M.; Wong, J. Y., Organic Synthesis, vol. 56, pp. 95-99. The aminomethyl resin was coupled with N-(Fmoc)glycine using a procedure similar to that described in Example 7. The Fmoc group was removed using a procedure similar to that described in Example 8. This sequence was repeated three times to give the title compo... Reactants: NC=1SC(=C(N1)C)C=1N=C(SC1)CC#N ((2′-Amino-4′-methyl-4,5′-bi-1,3-thiazol-2-yl)acetonitrile), N(=C=O)CCC(=O)OCC (ethyl 3-isocyanatopropionate), C(C)(C)N(C(C)C)CC (N,N-Diisopropylethylamine), N(=C=O)CCC(=O)OCC (ethyl 3-isocyanatopropionate). Run in C(Cl)Cl (DCM), C(Cl)Cl (DCM). Run at temperature 50 celsius, time 36 hour. Product: C(#N)CC=1SC=C(N1)C1=C(N=C(S1)NC(=O)NCCC(=O)OCC)C (Ethyl N-({[2-(cyanomethyl)-4′-methyl-4,5′-bi-1,3-thiazol-2′-yl]amino}carbonyl)-beta-alaninate). RXN SMILES: [NH2:1][C:2]1[S:3][C:4]([C:8]2[N:9]=[C:10]([CH2:13][C:14]#[N:15])[S:11][CH:12]=2)=[C:5]([CH3:7])[N:6]=1.C(N(CC)C(C)C)(C)C.[N:25]([CH2:28][CH2:29][C:30]([O:32][CH2:33][CH3:34])=[O:31])=[C:26]=[O:27]>C(Cl)Cl>[C:14]([CH2:13][C:10]1[S:11][CH:12]=[C:8]([C:4]2[S:3][C:2]([NH:1][C:26]([NH:25][CH2:28][CH2:29][C:30]([O:32][CH2:33][CH3:34])=[O:31])=[O:27])=[N:6][C:5]=2[CH3:7])[N:9]=1)#[N:15]. Procedure details: (2′-Amino-4′-methyl-4,5′-bi-1,3-thiazol-2-yl)acetonitrile, prepared in Step I, described above (236.3 mg; 1 mmol; 1 eq.), is suspended in DCM (5 ml). N,N-Diisopropylethylamine (377 μl; 2.20 mmol; 2.20 eq.) is added, followed by a solution of ethyl 3-isocyanatopropionate (143.1 mg; 1 mmol; 1 eq.) in DCM (3 ml). The reaction mixture is heated at 50° C. overnight. As the reaction is not complete, a second batch of ethyl 3-isocyanatopropionate (Aldrich) (143.1 mg; 1 mmol; 1 eq.) is added. After 36 h... Reactants: ClC1=C(C=CC(=C1)F)S(=O)(=O)[C@@H]1C[C@H](N(C1)C1=CC(=NN1CCC1=CC=CC=C1)C)C(=O)NC1(CC1)C#N ((2S,4R)-4-(2-chloro-4-fluorophenylsulfonyl)-N-(1-cyanocyclopropyl)-1-(3-methyl-1-phenethyl-1H-pyrazol-5-yl)pyrrolidine-2-carboxamide), Cl.FC1(CNC1)F (3,3-difluoroazetidine hydrochloride). Run in C(C)#N (acetonitrile). Product: C(#N)C1(CC1)NC(=O)[C@H]1N(C[C@@H](C1)S(=O)(=O)C1=C(C=C(C=C1)N1CC(C1)(F)F)Cl)C=1N(N=C(C1)C)CCC1=CC=CC=C1 ((2S,4R)-4-[2-Chloro-4-(3,3-difluoro-azetidin-1-yl)-benzenesulfonyl]-1-(5-methyl-2-phenethyl-2H-pyrazol-3-yl)-pyrrolidine-2-carboxylic acid (1-cyano-cyclopropyl)-amide). Reaction SMILES: [Cl:1][C:2]1[CH:7]=[C:6](F)[CH:5]=[CH:4][C:3]=1[S:9]([C@H:12]1[CH2:16][N:15]([C:17]2[N:21]([CH2:22][CH2:23][C:24]3[CH:29]=[CH:28][CH:27]=[CH:26][CH:25]=3)[N:20]=[C:19]([CH3:30])[CH:18]=2)[C@H:14]([C:31]([NH:33][C:34]2([C:37]#[N:38])[CH2:36][CH2:35]2)=[O:32])[CH2:13]1)(=[O:11])=[O:10].Cl.[F:40][C:41]1([F:45])[CH2:44][NH:43][CH2:42]1>C(#N)C>[C:37]([C:34]1([NH:33][C:31]([C@@H:14]2[CH2:13][C@@H:12]([S:9]([C:3]3[CH:4]=[CH:5][C:6]([N:43]4[CH2:44][C:41]([F:45])([F:40])[CH2:42]4)=[CH:7][C:2]=3[Cl:1])(=[O:11])=[O:10])[CH2:16][N:15]2[C:17]2[N:21]([CH2:22][CH2:23][C:24]3[CH:25]=[CH:26][CH:27]=[CH:28][CH:29]=3)[N:20]=[C:19]([CH3:30])[CH:18]=2)=[O:32])[CH2:36][CH2:35]1)#[N:38] |f:1.2|. Procedure: In analogy to the procedure described in example 389, (2S,4R)-4-(2-chloro-4-fluorophenylsulfonyl)-N-(1-cyanocyclopropyl)-1-(3-methyl-1-phenethyl-1H-pyrazol-5-yl)pyrrolidine-2-carboxamide was reacted with 3,3-difluoroazetidine hydrochloride (CAS Reg. No. 288315-03-7) in acetonitrile at 90° C. for 48 h to give the title compound as off-white foam. MS (ESI): m/z=629.2 [M+H]+. The reactants are CO, [H][H], O=C(COCc1ccccc1)NCC1CCc2ccc(S(=O)(=O)c3ccccc3)cc2O1. Product: O=C(CO)NCC1CCc2ccc(S(=O)(=O)c3ccccc3)cc2O1. Reaction SMILES: [CH3:35][OH:36].[H:33][H:34].[c:1]1([S:7](=[O:8])(=[O:9])[c:10]2[cH:11][cH:12][c:13]3[c:18]([cH:19]2)[O:17][CH:16]([CH2:20][NH:21][C:22]([CH2:23][O:24][CH2:25][c:26]2[cH:27][cH:28][cH:29][cH:30][cH:31]2)=[O:32])[CH2:15][CH2:14]3)[cH:2][cH:3][cH:4][cH:5][cH:6]1>>[c:1]1([S:7](=[O:8])(=[O:9])[c:10]2[cH:11][cH:12][c:13]3[c:18]([cH:19]2)[O:17][CH:16]([CH2:20][NH:21][C:22]([CH2:23][OH:24])=[O:32])[CH2:15][CH2:14]3)[cH:2][cH:3][cH:4][cH:5][cH:6]1. Reactants: ClC=1C=C(CN(C(=O)C=2C=C(CNC(OC(C)(C)C)=O)C=CC2)CC2=CC=C(C=C2)F)C=C(C1)Cl (tert-butyl 3-((3,5-dichlorobenzyl)(4-fluorobenzyl)carbamoyl)benzylcarbamate), C(=O)(C(F)(F)F)O (TFA). Solvent: C(Cl)Cl (CH2Cl2). Conditions: time 4 hour. Yields the product NCC=1C=C(C(=O)N(CC2=CC=C(C=C2)F)CC2=CC(=CC(=C2)Cl)Cl)C=CC1 (3-(Aminomethyl)-N-(3,5-dichlorobenzyl)-N-(4-fluorobenzyl)benzamide). Yield: 94.3%. RXN SMILES: [Cl:1][C:2]1[CH:3]=[C:4]([CH:32]=[C:33]([Cl:35])[CH:34]=1)[CH2:5][N:6]([CH2:24][C:25]1[CH:30]=[CH:29][C:28]([F:31])=[CH:27][CH:26]=1)[C:7]([C:9]1[CH:10]=[C:11]([CH:21]=[CH:22][CH:23]=1)[CH2:12][NH:13]C(=O)OC(C)(C)C)=[O:8].C(O)(C(F)(F)F)=O>C(Cl)Cl>[NH2:13][CH2:12][C:11]1[CH:10]=[C:9]([CH:23]=[CH:22][CH:21]=1)[C:7]([N:6]([CH2:5][C:4]1[CH:32]=[C:33]([Cl:35])[CH:34]=[C:2]([Cl:1])[CH:3]=1)[CH2:24][C:25]1[CH:26]=[CH:27][C:28]([F:31])=[CH:29][CH:30]=1)=[O:8]. Reported procedure: To a solution of tert-butyl 3-((3,5-dichlorobenzyl)(4-fluorobenzyl)carbamoyl)benzylcarbamate (0.8 g, 1.55 mmol) in CH2Cl2 (8 mL) was added TFA (1.19 mL, 15.5 mmol). The reaction mixture was stirred at rt. for 4 h, concentrated and the residue was diluted with ethyl acetate and saturated aq NaHCO3 solution. The organic layer was separated, washed with brine, dried over MgSO4, and concentrated to give the product as a white solid (0.61 g, 95%). 1H NMR (DMSO-(d6): δ 7.52-7.06 (m, 11H), 4.65-4.40 (m...